Task: describe an organic reaction: reactants, conditions, products, and yield. Dataset: the Open Reaction Database (ORD), a public repository of structured organic reaction records Reactants: COC(C(=COCC)C(C1=CC(=C(C=C1)OC)C)=O)=O (3-ethoxy-2-(4-methoxy-3-methyl-benzoyl)-acrylic acid methyl ester), NC=1C=NC=CC1 (3-aminopyridine), C1(=CC=CC=C1)OC1=CC=CC=C1 (diphenyl ether). The product is COC1=C(C=C(C(=O)C2=CNC3=CC=CN=C3C2=O)C=C1)C (3-(4-Methoxy-3-methyl-benzoyl)-1H-[1,5]naphthyridin-4-one). The yield is 65.1%. RXN SMILES: CO[C:3](=[O:20])[C:4]([C:9](=[O:19])[C:10]1[CH:15]=[CH:14][C:13]([O:16][CH3:17])=[C:12]([CH3:18])[CH:11]=1)=[CH:5]OCC.[NH2:21][C:22]1[CH:23]=[N:24][CH:25]=[CH:26][CH:27]=1.C1(OC2C=CC=CC=2)C=CC=CC=1>>[CH3:17][O:16][C:13]1[CH:14]=[CH:15][C:10]([C:9]([C:4]2[C:3](=[O:20])[C:23]3[C:22](=[CH:27][CH:26]=[CH:25][N:24]=3)[NH:21][CH:5]=2)=[O:19])=[CH:11][C:12]=1[CH3:18]. Procedure details: Experimental conditions analogous to those described for Step 1 of Example 1 were used with 0.60 g (2.27 mmol) of 3-ethoxy-2-(4-methoxy-3-methyl-benzoyl)-acrylic acid methyl ester, 0.214 g (2.27 mmol) of 3-aminopyridine, and 15 mL of diphenyl ether to yield 0.435 g of 3-(4-Methoxy-3-methyl-benzoyl)-1H-[1,5]naphthyridin-4-one.